The task is: describe an organic reaction: reactants, conditions, products, and yield. This data is from the Open Reaction Database (ORD), a public repository of structured organic reaction records. Reactants: [H-].[Na+] (sodium hydride), ClC=1N(C2=CC=CC=C2C1C(C)=O)C (1-(2-chloro-1-methyl-1H-indol-3-yl)ethanone), oxyindole, C1(=CC=CC=C1)O (phenol). Run in CC(=O)N(C)C (dimethylacetamide). Reaction conditions: temperature 90 celsius. Product: CN1C(=C(C2=CC=CC=C12)C(C)=O)OC1=CC=CC=C1 (1-(1-methyl-2-phenoxy-1H-indol-3-yl)ethanone). Isolated yield 75.0%. As a reaction SMILES: [H-].[Na+].Cl[C:4]1[N:5]([CH3:16])[C:6]2[C:11]([C:12]=1[C:13](=[O:15])[CH3:14])=[CH:10][CH:9]=[CH:8][CH:7]=2.[C:17]1([OH:23])[CH:22]=[CH:21][CH:20]=[CH:19][CH:18]=1>CC(N(C)C)=O>[CH3:16][N:5]1[C:6]2[C:11](=[CH:10][CH:9]=[CH:8][CH:7]=2)[C:12]([C:13](=[O:15])[CH3:14])=[C:4]1[O:23][C:17]1[CH:22]=[CH:21][CH:20]=[CH:19][CH:18]=1 |f:0.1|. Procedure: A 203 mg portion of sodium hydride (60% oil dispersion) and 734 mg of 1-(2-chloro-1-methyl-1H-indol-3-yl)ethanone synthesized from oxyindole in accordance with the method of “European Journal of Medicinal Chemistry”, 1991, vol. 26, p. 179-188, were added in that order at room temperature to a mixed solution of 498 mg of phenol and 10 ml of dimethylacetamide and stirred at 90° C. for 2Hours. Thereafter, its work-up and purification were carried out in the standard method to obtain 703 mg of 1-(1-... Reactants: 47.2, C1(=CC=CC=C1)P(C1=CC=CC=C1)C1=CC=CC=C1 (triphenylphosphine), N(=NC(=O)OCC)C(=O)OCC (diethyl azodicarboxylate), FC=1C=C(C=C(C1F)F)C=1C=CC(NN1)=O (6-(3,4,5-trifluorophenyl)-2H-pyridazin-3-one), OCC=1C=C(C=CC1)C1=NC=C(C=N1)/C=C/C(=O)OC (methyl (E)-3-[2-(3-hydroxymethylphenyl)-pyrimidin-5-yl]acrylate). The solvent is C1CCOC1 (THF). Conditions: time 30 minute. Yields the product O=C1C=CC(=NN1CC=1C=C(C=CC1)C1=NC=C(C=N1)/C=C/C(=O)OC)C1=CC(=C(C(=C1)F)F)F (methyl (E)-3-(2-{3-[6-oxo-3-(3,4,5-trifluorophenyl)-6H-pyridazin-1-ylmethyl]phenyl}pyrimidin-5-yl)acrylate). As a reaction SMILES: [F:1][C:2]1[CH:3]=[C:4]([C:10]2[CH:11]=[CH:12][C:13](=[O:16])[NH:14][N:15]=2)[CH:5]=[C:6]([F:9])[C:7]=1[F:8].O[CH2:18][C:19]1[CH:20]=[C:21]([C:25]2[N:30]=[CH:29][C:28](/[CH:31]=[CH:32]/[C:33]([O:35][CH3:36])=[O:34])=[CH:27][N:26]=2)[CH:22]=[CH:23][CH:24]=1.C1(P(C2C=CC=CC=2)C2C=CC=CC=2)C=CC=CC=1.N(C(OCC)=O)=NC(OCC)=O>C1COCC1>[O:16]=[C:13]1[N:14]([CH2:18][C:19]2[CH:20]=[C:21]([C:25]3[N:26]=[CH:27][C:28](/[CH:31]=[CH:32]/[C:33]([O:35][CH3:36])=[O:34])=[CH:29][N:30]=3)[CH:22]=[CH:23][CH:24]=2)[N:15]=[C:10]([C:4]2[CH:5]=[C:6]([F:9])[C:7]([F:8])=[C:2]([F:1])[CH:3]=2)[CH:11]=[CH:12]1. Procedure: 47.2 90 mg (0.4 mmol) of 6-(3,4,5-trifluorophenyl)-2H-pyridazin-3-one and 111 mg (0.41 mmol) of methyl (E)-3-[2-(3-hydroxymethylphenyl)-pyrimidin-5-yl]acrylate are suspended in 3 ml of THF with 200 mg (0.6 mmol) of polymer-bound triphenylphosphine (about 3 mmol of triphenylphosphine per g), and the mixture is shaken at room temperature for 30 min. The mixture is cooled to 0° C., and 95 μl (0.6 mmol) of diethyl azodicarboxylate are added. The reaction mixture is shaken at room temperature for 24 ... Yields the product CON(C)C(=O)c1cncc(-c2ccc(C)cc2)c1. Reaction SMILES: [B:14]([O-:15])([O-:23])[O:24][c:16]1[cH:17][cH:18][c:19]([CH3:22])[cH:20][cH:21]1.[C:25](=[O:26])([O-:27])[O-:28].[CH2:32]([OH:33])[CH3:34].[CH3:1][N:2]([C:3](=[O:4])[c:5]1[cH:6][n:7][cH:8][c:9]([Br:11])[cH:10]1)[O:12][CH3:13].[K+:29].[K+:30].[OH2:31].[c:35]1([CH3:36])[cH:37][cH:38][cH:39][cH:40][cH:41]1>>[CH3:1][N:2]([C:3](=[O:4])[c:5]1[cH:6][n:7][cH:8][c:9](-[c:16]2[cH:17][cH:18][c:19]([CH3:22])[cH:20][cH:21]2)[cH:10]1)[O:12][CH3:13]. The reactants are Cc1ccc(OB([O-])[O-])cc1, O=C([O-])[O-], CCO, CON(C)C(=O)c1cncc(Br)c1, [K+], [K+], O, Cc1ccccc1. The reactants are ClC1=NC2=C(C=CC(=C2C=C1C(C)C)OC)C (2-Chloro-3-isopropyl-5-methoxy-8-methylquinoline), C(C)(=O)O (acetic acid). Reaction conditions: temperature 120 celsius, time 15 hour. The product is C(C)(C)C=1C(NC2=C(C=CC(=C2C1)OC)C)=O (3-Isopropyl-5-methoxy-8-methylcarbostyril). RXN SMILES: Cl[C:2]1[C:11]([CH:12]([CH3:14])[CH3:13])=[CH:10][C:9]2[C:4](=[C:5]([CH3:17])[CH:6]=[CH:7][C:8]=2[O:15][CH3:16])[N:3]=1.C(O)(=[O:20])C>>[CH:12]([C:11]1[C:2](=[O:20])[NH:3][C:4]2[C:9]([CH:10]=1)=[C:8]([O:15][CH3:16])[CH:7]=[CH:6][C:5]=2[CH3:17])([CH3:14])[CH3:13]. Procedure details: 2-Chloro-3-isopropyl-5-methoxy-8-methylquinoline (2.65 g, 10.6 mmol) was dissolved in acetic acid (70 ml), and the solution was stirred at 120° C. for 15 hours. The reaction solution was condensed under reduced pressure, and the resultant residue was recrystallized from chloroform-ethyl acetate. 2.10 g of the title compound was obtained as pale yellow powdery crystals (85.6%). The reactants are COC1=CC=C(OC2=C3CCCC3=C(C=C2C)[N+](=O)[O-])C=C1 (4-(4-methoxyphenoxy)-5-methyl-7-nitroindane), COC(Cl)Cl (dichloromethyl methyl ether), ice water. The reagents and catalysts are [Ti](Cl)(Cl)(Cl)Cl (titanium tetrachloride). Solvent: ClCCl (dichloromethane). The product is COC1=C(C=O)C=C(C=C1)OC1=C2CCCC2=C(C=C1C)[N+](=O)[O-] (2-methoxy-5-(5-methyl-7-nitroindan-4-yloxy)benzaldehyde). Reaction SMILES: [CH3:1][O:2][C:3]1[CH:22]=[CH:21][C:6]([O:7][C:8]2[C:16]([CH3:17])=[CH:15][C:14]([N+:18]([O-:20])=[O:19])=[C:13]3[C:9]=2[CH2:10][CH2:11][CH2:12]3)=[CH:5][CH:4]=1.[CH3:23][O:24]C(Cl)Cl>ClCCl.[Ti](Cl)(Cl)(Cl)Cl>[CH3:1][O:2][C:3]1[CH:22]=[CH:21][C:6]([O:7][C:8]2[C:16]([CH3:17])=[CH:15][C:14]([N+:18]([O-:20])=[O:19])=[C:13]3[C:9]=2[CH2:10][CH2:11][CH2:12]3)=[CH:5][C:4]=1[CH:23]=[O:24]. Procedure: 4-(4-methoxyphenoxy)-5-methyl-7-nitroindane (5.0 g) and dichloromethyl methyl ether (3.02 mL) were dissolved in dichloromethane (50 mL). To the solution was added dropwise titanium tetrachloride (3.67 mL) under ice-cooling with stirring. The reaction mixture was stirred at room temperature under an argon atmosphere for 20 hours. After adding ice water (300 mL), the reaction mixture was extracted with ethyl acetate. The organic layer was washed with a saturated aqueous solution of sodium hydrogen... Reactants: CS(=O)(=O)N1C[C@H]([C@@H](C1)C1=NC=CC=C1)NC=1C(N(C(=CN1)Cl)CC(=O)OCC)=O (3-(1-Methylsulfonyl-trans-4-(2-pyridyl)-pyrrolidin-3-ylamino)-6-chloro-1-ethoxycarbonylmethylpyrazinone), [OH-].[Na+] (NaOH), solution, Cl (HCl), solution. Solvent: CCO (EtOH). Product: CS(=O)(=O)N1C[C@H]([C@@H](C1)C1=NC=CC=C1)NC=1C(N(C(=CN1)Cl)CC(=O)O)=O (3-(1-Methylsulfonyl-trans-4-(2-pyridyl)-pyrrolidin-3-ylamino)-6-chloro-1-carboxymethylpyrazinone). Reaction SMILES: [CH3:1][S:2]([N:5]1[CH2:9][C@@H:8]([C:10]2[CH:15]=[CH:14][CH:13]=[CH:12][N:11]=2)[C@H:7]([NH:16][C:17]2[C:18](=[O:30])[N:19]([CH2:24][C:25]([O:27]CC)=[O:26])[C:20]([Cl:23])=[CH:21][N:22]=2)[CH2:6]1)(=[O:4])=[O:3].[OH-].[Na+].Cl>CCO>[CH3:1][S:2]([N:5]1[CH2:9][C@@H:8]([C:10]2[CH:15]=[CH:14][CH:13]=[CH:12][N:11]=2)[C@H:7]([NH:16][C:17]2[C:18](=[O:30])[N:19]([CH2:24][C:25]([OH:27])=[O:26])[C:20]([Cl:23])=[CH:21][N:22]=2)[CH2:6]1)(=[O:4])=[O:3] |f:1.2|. Reported procedure: A solution of 3-(1-methylsulfonyl-trans-4-(2-pyridyl)-pyrrolidin-3-ylamino)-6-chloro-1-ethoxycarbonylmethylpyrazinone from step 11 above (0.20 g, 0.47 mmol) and aqueous NaOH (0.18 mL of a 4.0 N solution, 0.71 mmol) in EtOH (7 mL) was stirred at ambient temperature for 2 h. Aqueous HCl (0.12 mL of a 6.0 N solution, 0.72 mmol) was added, and the solvents were removed in vacuo to give the title compound as an amorphous solid containing NaCl (0.2 g, HPLC RT=3.99 min, method A). Yields the product CN(CCOCCN(C)S(N)(=O)=O)C(=O)COc1ccccc1-c1c(C2CCCCC2)c2ccc(C(=O)O)cc2n1C. Reactants: C1CCOC1, CO, COC(=O)c1ccc2c(C3CCCCC3)c(-c3ccccc3OCC(=O)N(C)CCOCCN(C)S(N)(=O)=O)n(C)c2c1, [Na+], [OH-], O. RXN SMILES: [CH2:49]1[O:50][CH2:51][CH2:52][CH2:53]1.[CH3:47][OH:48].[CH:3]1([c:9]2[c:10](-[c:23]3[c:24]([O:29][CH2:30][C:31](=[O:32])[N:33]([CH2:34][CH2:35][O:36][CH2:37][CH2:38][N:39]([S:40]([NH2:41])(=[O:42])=[O:43])[CH3:44])[CH3:45])[cH:25][cH:26][cH:27][cH:28]3)[n:11]([CH3:22])[c:12]3[cH:13][c:14]([C:18](=[O:19])[O:20][CH3:21])[cH:15][cH:16][c:17]23)[CH2:4][CH2:5][CH2:6][CH2:7][CH2:8]1.[Na+:2].[OH-:1].[OH2:46]>>[CH:3]1([c:9]2[c:10](-[c:23]3[c:24]([O:29][CH2:30][C:31](=[O:32])[N:33]([CH2:34][CH2:35][O:36][CH2:37][CH2:38][N:39]([S:40]([NH2:41])(=[O:42])=[O:43])[CH3:44])[CH3:45])[cH:25][cH:26][cH:27][cH:28]3)[n:11]([CH3:22])[c:12]3[cH:13][c:14]([C:18](=[O:19])[OH:20])[cH:15][cH:16][c:17]23)[CH2:4][CH2:5][CH2:6][CH2:7][CH2:8]1. Starting materials: ClC1=CC=C(C=N1)CNC(=N[N+](=O)[O-])N(C)C (1-(6-chloro-3-pyridylmethyl)-3,3-dimethyl-2-nitroguanidine), C(C)(=O)O (acetic acid), IC (iodomethane), [H-].[Na+] (sodium hydride). Solvent: O1CCCC1 (THF), O1CCCC1 (tetrahydrofuran). Conditions: time 30 minute. The product is ClC1=CC=C(C=N1)CN(C(=N[N+](=O)[O-])N(C)C)C (1-(6-chloro-3-pyridylmethyl)-1,3,3-trimethyl-2-nitroguanidine). RXN SMILES: [Cl:1][C:2]1[N:7]=[CH:6][C:5]([CH2:8][NH:9][C:10]([N:15]([CH3:17])[CH3:16])=[N:11][N+:12]([O-:14])=[O:13])=[CH:4][CH:3]=1.[H-].[Na+].IC.[C:22](O)(=O)C>O1CCCC1>[Cl:1][C:2]1[N:7]=[CH:6][C:5]([CH2:8][N:9]([CH3:22])[C:10]([N:15]([CH3:17])[CH3:16])=[N:11][N+:12]([O-:14])=[O:13])=[CH:4][CH:3]=1 |f:1.2|. Procedure: To a mixture of 0.24 g of 1-(6-chloro-3-pyridylmethyl)-3,3-dimethyl-2-nitroguanidine (Compound No. 6) and 6 ml of dry tetrahydrofuran (THF) was added 0.045 g of 60% sodium hydride (in mineral oil) at room temperature, followed by stirring for 30 minutes. A solution of 0.16 g of iodomethane in 1 ml of THF was added to the reaction mixture and allowed to react for 3 days. After adding 0.1 ml of acetic acid, the mixture was filtered to remove insoluble materials and the filtrate was concentrated. T... Procedure details: To 20 ml of a 2N aqueous solution of sodium hydroxide in which 5 g of L-histidine had been dissolved, 3.5 ml of salicylaldehyde and 0.4 g of sodium borohydride were successively added. After stirring for 1 hour, additional 3.5 ml of salicylaldehyde and 0.4 g of sodium borohydride were successively added. After stirring at room temperature for 1 hour, the unsolubles were filtered out and the filtrate was extracted with diethyl ether. The pH was adjusted to 6 with hydrochloric acid to give 8 g of ... Reaction conditions: time 1 hour. Reaction SMILES: [OH-].[Na+].[CH:3](=O)[C:4]1[C:5](=[CH:7][CH:8]=[CH:9][CH:10]=1)[OH:6].[BH4-].[Na+].[NH2:14][C@H:15]([C:22]([OH:24])=[O:23])[CH2:16][C:17]1[N:21]=[CH:20][NH:19][CH:18]=1>>[OH:6][C:5]1[CH:7]=[CH:8][CH:9]=[CH:10][C:4]=1[CH2:3][NH:14][C@H:15]([C:22]([OH:24])=[O:23])[CH2:16][C:17]1[N:21]=[CH:20][NH:19][CH:18]=1 |f:0.1,3.4|. Reactants: aqueous solution, [OH-].[Na+] (sodium hydroxide), N[C@@H](CC1=CNC=N1)C(=O)O (L-histidine), C(C=1C(O)=CC=CC1)=O (salicylaldehyde), [BH4-].[Na+] (sodium borohydride), C(C=1C(O)=CC=CC1)=O (salicylaldehyde), [BH4-].[Na+] (sodium borohydride). Yields the product OC1=C(CN[C@@H](CC2=CNC=N2)C(=O)O)C=CC=C1 (N-(2-hydroxybenzyl)-L-histidine).